This data is from the Open Reaction Database (ORD), a public repository of structured organic reaction records. The task is: describe an organic reaction: reactants, conditions, products, and yield Starting materials: CNC(C(C1=C(C=CC=C1)COC1OCCCC1)=O)=O (N-methyl-2-oxo-2-[2-(2-tetrahydropyranyloxymethyl)phenyl]acetamide), N1=CC=CC=C1 (pyridine), Cl.CON (Methoxyamine hydrochloride). Run in CO (methanol), [Cl-].[Na+].O (brine), CO (methanol). Yields the product CON=C(C(=O)NC)C1=C(C=CC=C1)COC1OCCCC1 (2-methoxyimino-N-methyl-2-[2-(2-tetrahydropyranyloxymethyl)phenyl]acetamide). The yield is 60.4%. Reaction SMILES: Cl.[CH3:2][O:3][NH2:4].N1C=CC=CC=1.[CH3:11][NH:12][C:13](=[O:30])[C:14](=O)[C:15]1[CH:20]=[CH:19][CH:18]=[CH:17][C:16]=1[CH2:21][O:22][CH:23]1[CH2:28][CH2:27][CH2:26][CH2:25][O:24]1>CO.[Cl-].[Na+].O>[CH3:2][O:3][N:4]=[C:14]([C:15]1[CH:20]=[CH:19][CH:18]=[CH:17][C:16]=1[CH2:21][O:22][CH:23]1[CH2:28][CH2:27][CH2:26][CH2:25][O:24]1)[C:13]([NH:12][CH3:11])=[O:30] |f:0.1,5.6.7|. Procedure: Methoxyamine hydrochloride (0.33 g, 0.004 mol) was dissolved in methanol (4 ml), and pyridine (0.47 g, 0.006 mol) was added to the solution. To the mixture was added a mixed solution of N-methyl-2-oxo-2-[2-(2-tetrahydropyranyloxymethyl)phenyl]acetamide (0.55 g, 0.002 mol) and methanol (2 ml). The mixture was stirred under reflux for 2 hours. After completion of the reaction, half-saturated brine (100 ml) was added, and the mixture was extracted with dichloromethane (80 ml) twice. The extract was... Reactants: FC(F)(F)Oc1cccnc1Br, CC(=O)[O-], CC(=O)[O-], Cc1ccccc1, OB(O)C1CC1, C1CCC(P(C2CCCCC2)C2CCCCC2)CC1, O, [Pd+2]. Yields the product FC(F)(F)Oc1cccnc1C1CC1. Reaction SMILES: [Br:1][c:2]1[n:3][cH:4][cH:5][cH:6][c:7]1[O:8][C:9]([F:10])([F:11])[F:12].[C:46]([O-:47])(=[O:48])[CH3:49].[C:51]([O-:52])(=[O:53])[CH3:54].[CH3:38][c:39]1[cH:40][cH:41][cH:42][cH:43][cH:44]1.[CH:13]1([B:16]([OH:17])[OH:18])[CH2:14][CH2:15]1.[CH:19]1([P:20]([CH:21]2[CH2:22][CH2:23][CH2:24][CH2:25][CH2:26]2)[CH:27]2[CH2:28][CH2:29][CH2:30][CH2:31][CH2:32]2)[CH2:33][CH2:34][CH2:35][CH2:36][CH2:37]1.[OH2:45].[Pd+2:50]>>[c:2]1([CH:13]2[CH2:14][CH2:15]2)[n:3][cH:4][cH:5][cH:6][c:7]1[O:8][C:9]([F:10])([F:11])[F:12]. The reactants are COC=1C=NC=CC1N1CCN(CC1)C(=O)OC (methyl 4-(3-methoxy-4-pyridinyl)-1-piperazinecarboxylate), O.NN (hydrazine hydrate), [OH-].[K+] (potassium hydroxide). Run in CCO (EtOH). The product is COC=1C=NC=CC1N1CCNCC1 (1-(3-Methoxy-4-pyridinyl)piperazine). Isolated yield 46.2%. As a reaction SMILES: [CH3:1][O:2][C:3]1[CH:4]=[N:5][CH:6]=[CH:7][C:8]=1[N:9]1[CH2:14][CH2:13][N:12](C(OC)=O)[CH2:11][CH2:10]1.O.NN.[OH-].[K+]>CCO>[CH3:1][O:2][C:3]1[CH:4]=[N:5][CH:6]=[CH:7][C:8]=1[N:9]1[CH2:10][CH2:11][NH:12][CH2:13][CH2:14]1 |f:1.2,3.4|. Reported procedure: A solution of methyl 4-(3-methoxy-4-pyridinyl)-1-piperazinecarboxylate (1.2 g, 4.7 mmol) in 50 mL of EtOH containing 1 mL of 85% hydrazine hydrate and potassium hydroxide (12 g, 210 mol) was heated to reflux for 12 h. The reaction mixture was cooled, concentrated in vacuo and the residue dissolved in EtOAc. The organic extracts were dried (brine, MgSO4), filtered and concentrated in vacuo. Silica gel chromatography (3:1:0.01 CH2Cl2 -MeOH-Et3N) of the residue gave the desired compound (0.42 g, 46... Reactants: COC(=O)c1c(Cl)ccc(C=NO)c1F, CCOC(C)=O, O=C1CCC(=O)N1Cl, CN(C)C=O, O. Yields the product COC(=O)c1c(Cl)ccc(C(Cl)=NO)c1F. RXN SMILES: [CH3:1][O:2][C:3]([c:4]1[c:5]([F:14])[c:6]([CH:11]=[N:12][OH:13])[cH:7][cH:8][c:9]1[Cl:10])=[O:15].[CH3:25][CH2:26][O:27][C:28]([CH3:29])=[O:30].[Cl:16][N:17]1[C:18](=[O:19])[CH2:20][CH2:21][C:22]1=[O:23].[O:31]=[CH:32][N:33]([CH3:34])[CH3:35].[OH2:24]>>[CH3:1][O:2][C:3]([c:4]1[c:5]([F:14])[c:6]([C:11](=[N:12][OH:13])[Cl:16])[cH:7][cH:8][c:9]1[Cl:10])=[O:15].